This data is from the Open Reaction Database (ORD), a public repository of structured organic reaction records. The task is: describe an organic reaction: reactants, conditions, products, and yield The reactants are COC(=O)C1(CN(CC1)C(=O)OC(C)(C)C)CC#C (3-prop-2-ynyl-pyrrolidine-1,3-dicarboxylic acid 1-tert-butyl ester 3-methyl ester), BrCC#CC (1-bromo-but-2-yne). Yields the product COC(=O)C1(CN(CC1)C(=O)OC(C)(C)C)CC#CC (3-But-2-ynyl-pyrrolidine-1,3-dicarboxylic acid 1-tert-butyl ester 3-methyl ester). Reaction SMILES: [CH3:1][O:2][C:3]([C:5]1([CH2:17][C:18]#[CH:19])[CH2:9][CH2:8][N:7]([C:10]([O:12][C:13]([CH3:16])([CH3:15])[CH3:14])=[O:11])[CH2:6]1)=[O:4].Br[CH2:21]C#CC>>[CH3:1][O:2][C:3]([C:5]1([CH2:17][C:18]#[C:19][CH3:21])[CH2:9][CH2:8][N:7]([C:10]([O:12][C:13]([CH3:14])([CH3:15])[CH3:16])=[O:11])[CH2:6]1)=[O:4]. Reported procedure: 3-But-2-ynyl-pyrrolidine-1,3-dicarboxylic acid 1-tert-butyl ester 3-methyl ester 5J was prepared essentially similarly as 3-prop-2-ynyl-pyrrolidine-1,3-dicarboxylic acid 1-tert-butyl ester 3-methyl ester by substituting 3-bromo-propyne with 1-bromo-but-2-yne